Task: describe an organic reaction: reactants, conditions, products, and yield. Dataset: the Open Reaction Database (ORD), a public repository of structured organic reaction records Reactants: CC1=C(C(=CC(=C1C)CC=C(C)C)C)O (2,3,6-trimethyl-4-(3-methyl-2-butenyl)phenol), [H][H] (hydrogen). The reagents and catalysts are [Pt]=O (platinum oxide). The solvent is C(C)(=O)O (acetic acid). Product: CC1C(C(CC(C1C)CCC(C)C)C)O (2,3,6-Trimethyl-4-(3-methylbutyl)cyclohexanol). Isolated yield 53.4%. RXN SMILES: [CH3:1][C:2]1[C:7]([CH3:8])=[C:6]([CH2:9][CH:10]=[C:11]([CH3:13])[CH3:12])[CH:5]=[C:4]([CH3:14])[C:3]=1[OH:15].[H][H]>[Pt]=O.C(O)(=O)C>[CH3:1][CH:2]1[CH:7]([CH3:8])[CH:6]([CH2:9][CH2:10][CH:11]([CH3:13])[CH3:12])[CH2:5][CH:4]([CH3:14])[CH:3]1[OH:15]. Procedure: A mixture of 2,3,6-trimethyl-4-(3-methyl-2-butenyl)phenol (30 g, 0.15 mol), platinum oxide (3 g), and acetic acid (150 mL) was hydrogenated at 50° C. and 200-300 psig until hydrogen uptake ceased. The mixture was filtered to remove the catalyst and the filtrate poured into water. The product was extracted with ethyl acetate and the extract washed successively with water, 5% sodium bicarbonate solution, and brine. The organic layer was dried, the solvent removed, and the residue fractionated to a... Reactants: CCO, [Cl-], N, [NH4+], O=C(O)CN1C(=O)CSC1=S, O=Cc1csc(NC(c2ccccc2)c2ccccc2)n1. The product is O=C(O)CN1C(=O)C(=Cc2csc(NC(c3ccccc3)c3ccccc3)n2)SC1=S. Reaction SMILES: [CH3:36][CH2:37][OH:38].[Cl-:33].[NH3:35].[NH4+:34].[S:22]1[C:23](=[S:24])[N:25]([CH2:29][C:30](=[O:31])[OH:32])[C:26](=[O:27])[CH2:28]1.[c:1]1([CH:7]([c:8]2[cH:9][cH:10][cH:11][cH:12][cH:13]2)[NH:14][c:15]2[s:16][cH:17][c:18]([CH:20]=[O:21])[n:19]2)[cH:2][cH:3][cH:4][cH:5][cH:6]1>>[c:1]1([CH:7]([c:8]2[cH:9][cH:10][cH:11][cH:12][cH:13]2)[NH:14][c:15]2[s:16][cH:17][c:18]([CH:20]=[C:28]3[S:22][C:23](=[S:24])[N:25]([CH2:29][C:30](=[O:31])[OH:32])[C:26]3=[O:27])[n:19]2)[cH:2][cH:3][cH:4][cH:5][cH:6]1. The reactants are C([O-])([O-])=O.[K+].[K+] (potassium carbonate), C1(CCC1)Br (cyclobutyl bromide), C1(CCC1)OC1=CC=C(C(=O)OCC)C=C1 (ethyl 4-cyclobutyloxybenzoate), C1(CC1)OC1=CC=C(C(=O)O)C=C1 (4 -cyclopropyloxybenzoic acid), C(C)C1=C(C(=O)N)C=CC(=C1)O (ethyl 4-hydroxybenzamide), [I-].[K+] (potassium iodide). Run in CN(C=O)C (dimethylformamide). The product is C1(CCC1)OC1=CC=C(C(=O)O)C=C1 (4-cyclobutyloxybenzoic acid), [OH-].[K+] (potassium hydroxide). The yield is 10.0%. Reaction SMILES: C1([O:4]C2C=CC(C(O)=O)=CC=2)CC1.C(C1C=C(O)C=CC=1C(N)=O)C.C1(Br)CCC1.C(=O)([O-])[O-].[K+:35].[K+].[I-].[K+].[CH:39]1([O:43][C:44]2[CH:54]=[CH:53][C:47]([C:48]([O:50]CC)=[O:49])=[CH:46][CH:45]=2)[CH2:42][CH2:41][CH2:40]1>CN(C)C=O>[CH:39]1([O:43][C:44]2[CH:54]=[CH:53][C:47]([C:48]([OH:50])=[O:49])=[CH:46][CH:45]=2)[CH2:42][CH2:41][CH2:40]1.[OH-:4].[K+:35] |f:3.4.5,6.7,11.12|. Procedure details: The intermediate 4-cyclobutyloxybenzoic acid was prepared following the procedure described in Example 108 for the preparation of the corresponding 4 -cyclopropyloxybenzoic acid using 25 g. of ethyl 4-hydroxybenzamide, 23.1 g. of cyclobutyl bromide, 31 g. of anhydrous potassium carbonate, 2.5 g. of potassium iodide and 300 ml. of dimethylformamide to yield 20.1 g. of ethyl 4-cyclobutyloxybenzoate, which was then hydrolyzed by heating with 200 ml. of 10% aqueous potassium hydroxide solution as in... Reactants: OCCBr, O=C([O-])[O-], COC(=O)c1cc2c(O)cccc2n1Cc1ccccc1, [K+], [K+], CN(C)C=O. Yields the product COC(=O)c1cc2c(OCCO)cccc2n1Cc1ccccc1. As a reaction SMILES: [Br:28][CH2:29][CH2:30][OH:31].[C:1](=[O:2])([O-:3])[O-:4].[CH2:7]([c:8]1[cH:9][cH:10][cH:11][cH:12][cH:13]1)[n:14]1[c:15]([C:24](=[O:25])[O:26][CH3:27])[cH:16][c:17]2[c:18]([OH:23])[cH:19][cH:20][cH:21][c:22]12.[K+:5].[K+:6].[O:32]=[CH:33][N:34]([CH3:35])[CH3:36]>>[CH2:7]([c:8]1[cH:9][cH:10][cH:11][cH:12][cH:13]1)[n:14]1[c:15]([C:24](=[O:25])[O:26][CH3:27])[cH:16][c:17]2[c:18]([O:23][CH2:29][CH2:30][OH:31])[cH:19][cH:20][cH:21][c:22]12. The reactants are [Br-], CC(=O)c1ccc(F)cc1Br, O=C([O-])[O-], CC(=O)[O-], CC(=O)[O-], CCCC[N+](CCCC)(CCCC)CCCC, OB(O)c1ccc(F)cc1F, [K+], [K+], [Pd+2]. Product: CC(=O)c1ccc(F)cc1-c1ccc(F)cc1F. Reaction SMILES: [Br-:29].[Br:18][c:19]1[c:20]([C:26]([CH3:27])=[O:28])[cH:21][cH:22][c:23]([F:25])[cH:24]1.[C:12](=[O:13])([O-:14])[O-:15].[C:47]([O-:48])(=[O:49])[CH3:50].[C:52]([O-:53])(=[O:54])[CH3:55].[CH3:30][CH2:31][CH2:32][CH2:33][N+:34]([CH2:35][CH2:36][CH2:37][CH3:38])([CH2:39][CH2:40][CH2:41][CH3:42])[CH2:43][CH2:44][CH2:45][CH3:46].[F:1][c:2]1[c:3]([B:9]([OH:10])[OH:11])[cH:4][cH:5][c:6]([F:8])[cH:7]1.[K+:16].[K+:17].[Pd+2:51]>>[F:1][c:2]1[c:3](-[c:19]2[c:20]([C:26]([CH3:27])=[O:28])[cH:21][cH:22][c:23]([F:25])[cH:24]2)[cH:4][cH:5][c:6]([F:8])[cH:7]1. Starting materials: C(C1=CC=CC=C1)Br (benzyl bromide), BrCC(=O)OCC (ethyl bromoacetate), C(C1=CC=CC=C1)NC(=O)C1=C(N=C(S1)N1C(NCC1)=O)C (N-benzyl-4-methyl-2-(2-oxoimidazolidin-1-yl)thiazole-5-carboxamide). Product: C(C1=CC=CC=C1)NC(=O)C1=C(N=C(S1)N1C(N(CC1)CC(=O)OCC)=O)C (ethyl 2-(3-(5-(benzylcarbamoyl)-4-methylthiazol-2-yl)-2-oxoimidazolidin-1-yl)acetate). Isolated yield 38.0%. RXN SMILES: C(Br)C1C=CC=CC=1.Br[CH2:10][C:11]([O:13][CH2:14][CH3:15])=[O:12].[CH2:16]([NH:23][C:24]([C:26]1[S:30][C:29]([N:31]2[CH2:35][CH2:34][NH:33][C:32]2=[O:36])=[N:28][C:27]=1[CH3:37])=[O:25])[C:17]1[CH:22]=[CH:21][CH:20]=[CH:19][CH:18]=1>>[CH2:16]([NH:23][C:24]([C:26]1[S:30][C:29]([N:31]2[CH2:35][CH2:34][N:33]([CH2:10][C:11]([O:13][CH2:14][CH3:15])=[O:12])[C:32]2=[O:36])=[N:28][C:27]=1[CH3:37])=[O:25])[C:17]1[CH:22]=[CH:21][CH:20]=[CH:19][CH:18]=1. Procedure: Following the procedure as described in Example 5, making variations to replace benzyl bromide with ethyl bromoacetate to react with N-benzyl-4-methyl-2-(2-oxoimidazolidin-1-yl)thiazole-5-carboxamide, the title compound was obtained as a white solid in 38% yield: 1H NMR (300 MHz, CDCl3) δ 7.39-7.27 (m, 5H), 5.87 (t, J=5.4 Hz, 1H), 4.57 (d, J=5.4 Hz, 2H), 4.27-4.13 (m, 4H), 4.08 (s, 2H), 3.76-3.68 (m, 2H), 2.63 (s, 3H), 1.29 (t, J=7.1 Hz, 3H); MS (ES+) m/z 403.2 (M+1). The reactants are FC=1C=C(C=CC1N1CC(C(CC1)=O)(C)C)N1C(O[C@H](C1)CNC(C)=O)=O ((S)—N-{3-[3-fluoro-4-(4-oxo-3,3-dimethylpiperidin-1-yl)-phenyl]-2-oxo-oxazolidin-5-ylmethyl}-acetamide), [C-]#N.[Na+] (sodium cyanide), [N+](=O)([O-])C1=CC=C(N)C=C1 (4-nitroaniline). Yields the product [N+](=O)([O-])C1=CC=C(C=C1)NC1(C(CN(CC1)C1=C(C=C(C=C1)N1C(O[C@H](C1)CNC(C)=O)=O)F)(C)C)C#N ((S)—N-{3-[4-(4-(4-Nitrophenylamino)-3,3-dimethyl-4-cyanopiperidin-1-yl)-3-fluorophenyl]-2-oxo-oxazolidin-5-ylmethyl}-acetamide). The yield is 51.0%. RXN SMILES: [F:1][C:2]1[CH:3]=[C:4]([N:17]2[CH2:21][C@H:20]([CH2:22][NH:23][C:24](=[O:26])[CH3:25])[O:19][C:18]2=[O:27])[CH:5]=[CH:6][C:7]=1[N:8]1[CH2:13][CH2:12][C:11](=O)[C:10]([CH3:16])([CH3:15])[CH2:9]1.[C-:28]#[N:29].[Na+].[N+:31]([C:34]1[CH:40]=[CH:39][C:37]([NH2:38])=[CH:36][CH:35]=1)([O-:33])=[O:32]>>[N+:31]([C:34]1[CH:40]=[CH:39][C:37]([NH:38][C:11]2([C:28]#[N:29])[CH2:12][CH2:13][N:8]([C:7]3[CH:6]=[CH:5][C:4]([N:17]4[CH2:21][C@H:20]([CH2:22][NH:23][C:24](=[O:26])[CH3:25])[O:19][C:18]4=[O:27])=[CH:3][C:2]=3[F:1])[CH2:9][C:10]2([CH3:15])[CH3:16])=[CH:36][CH:35]=1)([O-:33])=[O:32] |f:1.2|. Procedure details: By using procedure as described in Example 45 and by reacting (S)—N-{3-[3-fluoro-4-(4-oxo-3,3-dimethylpiperidin-1-yl)-phenyl]-2-oxo-oxazolidin-5-ylmethyl}-acetamide with sodium cyanide and 4-nitroaniline the compound was obtained in 51% yield. Reactants: C(Cl)Cl (methylene chloride), [H-].[Na+] (NaH), SC1=NC=CC=N1 (2-mercaptopyrimidine), ClCC(CN1CCN(CC1)C(C1=CC=C(C=C1)F)C1=CC=C(C=C1)F)O (1-(1-chloro-2-hydroxy-3-propanyl)-4-(4,4'-diflurobenzhydryl)piperazine). Run in CCCCC (pentane), CN(C)C=O (DMF), CN(C)C=O (DMF). Run at time 30 minute. Product: FC1=CC=C(C=C1)C(N1CCN(CC1)CC(CSC1=NC=CC=N1)O)C1=CC=C(C=C1)F (2-[1-[1-[Bis (4-fluorophenyl)-methyl] piperazin-4-yl]-2-hydroxy-3-propanylthio]pyrimidine). Yield: 16.6%. RXN SMILES: [H-].[Na+].[SH:3][C:4]1[N:9]=[CH:8][CH:7]=[CH:6][N:5]=1.Cl[CH2:11][CH:12]([OH:35])[CH2:13][N:14]1[CH2:19][CH2:18][N:17]([CH:20]([C:28]2[CH:33]=[CH:32][C:31]([F:34])=[CH:30][CH:29]=2)[C:21]2[CH:26]=[CH:25][C:24]([F:27])=[CH:23][CH:22]=2)[CH2:16][CH2:15]1.C(Cl)Cl>CN(C=O)C.CCCCC>[F:27][C:24]1[CH:25]=[CH:26][C:21]([CH:20]([C:28]2[CH:29]=[CH:30][C:31]([F:34])=[CH:32][CH:33]=2)[N:17]2[CH2:16][CH2:15][N:14]([CH2:13][CH:12]([OH:35])[CH2:11][S:3][C:4]3[N:9]=[CH:8][CH:7]=[CH:6][N:5]=3)[CH2:19][CH2:18]2)=[CH:22][CH:23]=1 |f:0.1|. Procedure details: To NaH (240 mg, 5 mmol, 50% in oil, prewashed with pentane) in DMF (5 mL) was added 2-mercaptopyrimidine (5 mmol, 560 mg) in portions over 5 minutes at 0° C. After 30 minutes, 1-(1-chloro-2-hydroxy-3-propanyl)-4-(4,4'-diflurobenzhydryl)piperazine (1.9 g, 5 mmol) in DMF (15 mL) was added over 10 minutes under nitrogen. After 12 days, the sodium chloride was removed by filtration and the DMF was removed in vacuo (~0.5 mm Hg, ~50° C.) to give the crude (1.82 g). Flash column chromatography over sil... Reactants: COC(=O)CN(C(=O)OC(C)(C)C)c1ccc(Br)cn1, ClCCl, O=C(O)C(F)(F)F. The product is COC(=O)CNc1ccc(Br)cn1. RXN SMILES: [Br:8][c:9]1[cH:10][cH:11][c:12]([N:15]([CH2:16][C:17](=[O:18])[O:19][CH3:20])[C:21]([O:22][C:23]([CH3:24])([CH3:25])[CH3:26])=[O:27])[n:13][cH:14]1.[Cl:28][CH2:29][Cl:30].[F:1][C:2]([F:3])([F:4])[C:5]([OH:6])=[O:7]>>[Br:8][c:9]1[cH:10][cH:11][c:12]([NH:15][CH2:16][C:17](=[O:18])[O:19][CH3:20])[n:13][cH:14]1. Reactants: CCNCC, C1CCNC1, CCC1CCCC(=O)C1, CC(=O)Cl, O, c1ccccc1. Yields the product CCC1CCC(C(C)=O)C(=O)C1. Reaction SMILES: [CH2:15]([NH:16][CH2:17][CH3:18])[CH3:19].[CH2:1]1[CH2:2][NH:3][CH2:4][CH2:5]1.[CH2:6]([CH3:7])[CH:8]1[CH2:9][C:10](=[O:14])[CH2:11][CH2:12][CH2:13]1.[CH3:20][C:21]([Cl:22])=[O:23].[OH2:24].[cH:25]1[cH:26][cH:27][cH:28][cH:29][cH:30]1>>[CH2:6]([CH3:7])[CH:8]1[CH2:9][C:10](=[O:14])[CH:11]([C:21]([CH3:20])=[O:23])[CH2:12][CH2:13]1.